This data is from the Open Reaction Database (ORD), a public repository of structured organic reaction records. The task is: describe an organic reaction: reactants, conditions, products, and yield Starting materials: ClC(=O)OC (methyl chloroformate), FC1=C(C=C(C=C1)NC(=O)C1=CC=CC2=CC(=CC=C12)OC1=NC(=NC=C1)N)C(F)(F)F (6-(2-amino-pyrimidin-4-yloxy)-naphthalene-1-carboxylic acid (4-fluoro-3-trifluoromethyl-phenyl)-amide). The solvent is C(Cl)Cl (CH2Cl2), N1=CC=CC=C1 (pyridine), CCOC(=O)C (EtOAc), O (water). Run at time 4 hour. Product: COC(NC1=NC=CC(=N1)OC1=CC2=CC=CC(=C2C=C1)C(NC1=CC(=C(C=C1)F)C(F)(F)F)=O)=O ({4-[5-(4-Fluoro-3-trifluoromethyl-phenylcarbamoyl)-naphthalen-2-yloxy]-pyrimidin-2-yl}carbamic acid methyl ester). Reaction SMILES: Cl[C:2]([O:4][CH3:5])=[O:3].[F:6][C:7]1[CH:12]=[CH:11][C:10]([NH:13][C:14]([C:16]2[C:25]3[C:20](=[CH:21][C:22]([O:26][C:27]4[CH:32]=[CH:31][N:30]=[C:29]([NH2:33])[N:28]=4)=[CH:23][CH:24]=3)[CH:19]=[CH:18][CH:17]=2)=[O:15])=[CH:9][C:8]=1[C:34]([F:37])([F:36])[F:35]>C(Cl)Cl.N1C=CC=CC=1.CCOC(C)=O.O>[CH3:5][O:4][C:2](=[O:3])[NH:33][C:29]1[N:28]=[C:27]([O:26][C:22]2[CH:23]=[CH:24][C:25]3[C:20](=[CH:19][CH:18]=[CH:17][C:16]=3[C:14](=[O:15])[NH:13][C:10]3[CH:11]=[CH:12][C:7]([F:6])=[C:8]([C:34]([F:37])([F:36])[F:35])[CH:9]=3)[CH:21]=2)[CH:32]=[CH:31][N:30]=1. Procedure details: 126 μl (1.64 mMol) methyl chloroformate are added portionwise to a solution of 300 mg (0.68 mMol) 6-(2-amino-pyrimidin-4-yloxy)-naphthalene-1-carboxylic acid (4-fluoro-3-trifluoromethyl-phenyl)-amide (Step 10.3) in 7 ml CH2Cl2 and 7 ml pyridine during 2 h. After 4 h, the solution is diluted with EtOAc and water, the aq. phase separated off and extracted twice with EtOAc. The organic layers are washed with water and brine, dried (Na2SO4) and concentrated. Precipitation with DIPE and filtration gi... The reactants are C1(=C(C(=CC(=C1)C)C)CC1=NC2=C(N1C)C(=CC=C2)C(CC)(CC)O)C (3-[2-(mesitylmethyl)-1-methyl-1H-benzimidazol-7-yl]pentan-3-ol), O.C1(=CC=C(C=C1)S(=O)(=O)O)C (p-toluenesulfonic acid monohydrate). Solvent: C=1(C(=CC=CC1)C)C (xylene), C(C)(=O)OCC (ethyl acetate). Yields the product C(C)C(=CC)C1=CC=CC2=C1N(C(=N2)CC2=C(C=C(C=C2C)C)C)C (7-[1-Ethylprop-1-en-1-yl]-2-(mesitylmethyl)-1-methyl-1H-benzimidazole). As a reaction SMILES: [C:1]1([CH3:26])[CH:6]=[C:5]([CH3:7])[CH:4]=[C:3]([CH3:8])[C:2]=1[CH2:9][C:10]1[N:14]([CH3:15])[C:13]2[C:16]([C:20](O)([CH2:23][CH3:24])[CH2:21][CH3:22])=[CH:17][CH:18]=[CH:19][C:12]=2[N:11]=1.O.C1(C)C=CC(S(O)(=O)=O)=CC=1>C1(C)C(C)=CC=CC=1.C(OCC)(=O)C>[CH2:23]([C:20]([C:16]1[C:13]2[N:14]([CH3:15])[C:10]([CH2:9][C:2]3[C:1]([CH3:26])=[CH:6][C:5]([CH3:7])=[CH:4][C:3]=3[CH3:8])=[N:11][C:12]=2[CH:19]=[CH:18][CH:17]=1)=[CH:21][CH3:22])[CH3:24] |f:1.2|. Procedure details: A solution of 3-[2-(mesitylmethyl)-1-methyl-1H-benzimidazol-7-yl]pentan-3-ol (200 mg, 0.571 mmol) and p-toluenesulfonic acid monohydrate (326 mg, 1.71 mmol) in xylene (10 mL) was refluxed for 3 hr. After cooling, the mixture was diluted with ethyl acetate (50 mL) and washed with saturated aqueous sodium bicarbonate solution (30 mL) and brine (30 mL). The organic layer was dried over anhydrous sodium sulfate and concentrated in vacuo. The residue was purified by silica gel column chromatography e... Starting materials: BrCC1=NC=2N(C=C1)C(=CN2)C=2C=CC(=C(C2)C=2C(=CC=CC2)C#N)F (5′-(7-Bromomethylimidazo[1,2-α]pyrimidin-3-yl)-2′-fluorobiphenyl-2-carbonitrile), [Na] (sodium), N1C=NC=C1 (imidazole). Product: FC1=C(C=C(C=C1)C1=CN=C2N1C=CC(=N2)CN2C=NC=C2)C=2C(=CC=CC2)C#N (2′-fluoro-5′-[7-(imidazol-1-ylmethyl)imidazo[1,2-α]pyrimidin-3-yl]biphenyl-2-carbonitrile). Reaction SMILES: Br[CH2:2][C:3]1[CH:8]=[CH:7][N:6]2[C:9]([C:12]3[CH:13]=[CH:14][C:15]([F:26])=[C:16]([C:18]4[C:19]([C:24]#[N:25])=[CH:20][CH:21]=[CH:22][CH:23]=4)[CH:17]=3)=[CH:10][N:11]=[C:5]2[N:4]=1.[Na].[NH:28]1[CH:32]=[CH:31][N:30]=[CH:29]1>>[F:26][C:15]1[CH:14]=[CH:13][C:12]([C:9]2[N:6]3[CH:7]=[CH:8][C:3]([CH2:2][N:28]4[CH:32]=[CH:31][N:30]=[CH:29]4)=[N:4][C:5]3=[N:11][CH:10]=2)=[CH:17][C:16]=1[C:18]1[C:19]([C:24]#[N:25])=[CH:20][CH:21]=[CH:22][CH:23]=1 |^1:26|. Reported procedure: 5′-(7-Bromomethylimidazo[1,2-α]pyrimidin-3-yl)-2′-fluorobiphenyl-2-carbonitrile was reacted with the sodium salt of imidazole as described in Example 34 to give 2′-fluoro-5′-[7-(imidazol-1-ylmethyl)imidazo[1,2-α]pyrimidin-3-yl]biphenyl-2-carbonitrile: δH (360 MHz, CDCl3) 5.33 (2H, s), 6.62 (1H, d, J 7), 7.05 (1H, s), 7.15 (1H, s), 7.38-7.43 (1H, m), 7.52-7.73 (6H, m), 7.83 (1H, d, J 7), 7.92 (1H, s), 8.80 (1H, s); m/z (ES+) 395 (M++H). Reactants: Cl.C1=C(C=CC2=CC=CC=C12)C(=O)CCN1C=NC=C1 (1-[2-(2-Naphthoyl)ethyl]imidazole hydrochloride), C([O-])([O-])=O.[K+].[K+] (potassium carbonate). The solvent is CCOCC (ether). Yields the product C1=C(C=CC2=CC=CC=C12)C(=O)CCN1C=NC=C1 (1-[2-(2-naphthoyl)ethyl]imidazole). RXN SMILES: Cl.[CH:2]1[C:11]2[C:6](=[CH:7][CH:8]=[CH:9][CH:10]=2)[CH:5]=[CH:4][C:3]=1[C:12]([CH2:14][CH2:15][N:16]1[CH:20]=[CH:19][N:18]=[CH:17]1)=[O:13].C(=O)([O-])[O-].[K+].[K+]>CCOCC>[CH:2]1[C:11]2[C:6](=[CH:7][CH:8]=[CH:9][CH:10]=2)[CH:5]=[CH:4][C:3]=1[C:12]([CH2:14][CH2:15][N:16]1[CH:20]=[CH:19][N:18]=[CH:17]1)=[O:13] |f:0.1,2.3.4|. Reported procedure: 1-[2-(2-Naphthoyl)ethyl]imidazole hydrochloride (1.0 g.) suspended in 50 ml of ether is stirred with excess dilute aqueous potassium carbonate solution until the salt is completely dissolved. The organic layer is then separated, washed twice with water, dried over magnesium sulfate and evaporated to yield 1-[2-(2-naphthoyl)ethyl]imidazole. Reactants: C(C)(=O)NC1=CC=C(C=C1)C(C(C)=NO)=O (4'-acetamido-2-hydroxyiminopropiophenone), NNC(=S)N (thiosemicarbazide), CO (methanol), O (water). Solvent: C(C)(=O)O (acetic acid). Reaction conditions: time 39 hour. The product is C(C)(=O)NC1=CC=C(C=C1)C(C(C)=NO)=NNC(=S)N (4'-acetamido-2-hydroxyiminopropiophenone thiosemicarbazone). Isolated yield 68.2%. RXN SMILES: [C:1]([NH:4][C:5]1[CH:10]=[CH:9][C:8]([C:11](=O)[C:12](=[N:14][OH:15])[CH3:13])=[CH:7][CH:6]=1)(=[O:3])[CH3:2].[NH2:17][NH:18][C:19]([NH2:21])=[S:20].CO.O>C(O)(=O)C>[C:1]([NH:4][C:5]1[CH:10]=[CH:9][C:8]([C:11](=[N:17][NH:18][C:19]([NH2:21])=[S:20])[C:12](=[N:14][OH:15])[CH3:13])=[CH:7][CH:6]=1)(=[O:3])[CH3:2]. Reported procedure: A mixture of 4'-acetamido-2-hydroxyiminopropiophenone (1.87 g), thiosemicarbazide (1 g), methanol (15 ml), water (3 ml) and acetic acid (0.1 ml) was refluxed with stirring for 39 hours and then cooled. The resulting precipitate was collected by filtration, washed with methanol and dried to give 4'-acetamido-2-hydroxyiminopropiophenone thiosemicarbazone (1.7 g). Starting materials: [Na] (sodium), [N+](=O)([O-])C (nitromethane), C(C)(=O)O (acetic acid), COC=1C=C(C=O)C=C(C1OCOC)OC (3,5-dimethoxy-4-(methoxymethoxy)benzaldehyde). Run in C(C)OCC (diethyl ether), CO (methanol), O (water), CO (methanol). Reaction conditions: time 3 hour. Product: COC=1C=C(C=C(C1OCOC)OC)C(C[N+](=O)[O-])O (1-[3,5-dimethoxy-4-(methoxymethoxy)phenyl]-2-nitro-1-ethanol). Isolated yield 3.3%. Reaction SMILES: [Na].[N+:2]([CH3:5])([O-:4])=[O:3].[CH3:6][O:7][C:8]1[CH:9]=[C:10]([CH:13]=[C:14]([O:20][CH3:21])[C:15]=1[O:16][CH2:17][O:18][CH3:19])[CH:11]=[O:12].C(O)(=O)C>CO.O.C(OCC)C>[CH3:21][O:20][C:14]1[CH:13]=[C:10]([CH:11]([OH:12])[CH2:5][N+:2]([O-:4])=[O:3])[CH:9]=[C:8]([O:7][CH3:6])[C:15]=1[O:16][CH2:17][O:18][CH3:19] |^1:0|. Reported procedure: To a dissolved solution of sodium (2.54 g, 0.111 mol) in anhydrous methanol (70 ml) was added nitromethane (7.07 g, 0.116 mol) at room temperature. A solution of 3,5-dimethoxy-4-(methoxymethoxy)benzaldehyde (23.8 g, 0.1053 mol) in methanol (70 ml) was added dropwise, and the resulting mixture was stirred for 3 hours. After completion of a reaction, diethyl ether (500 ml) was added and precipitated crystals were collected by filtration. The crystals were suspended in diethyl ether (500 ml). At 0°...